Dataset: the Open Reaction Database (ORD), a public repository of structured organic reaction records. Task: describe an organic reaction: reactants, conditions, products, and yield Reactants: CN(C)CCCCN, O=C(O)c1ccccc1-c1nnc(CSCCOc2ccccc2)o1. Yields the product CN(C)CCCCNC(=O)c1ccccc1-c1nnc(CSCCOc2ccccc2)o1. RXN SMILES: [CH3:26][N:27]([CH2:28][CH2:29][CH2:30][CH2:31][NH2:32])[CH3:33].[O:1]([c:2]1[cH:3][cH:4][cH:5][cH:6][cH:7]1)[CH2:8][CH2:9][S:10][CH2:11][c:12]1[n:13][n:14][c:15](-[c:17]2[c:18]([C:19](=[O:20])[OH:21])[cH:22][cH:23][cH:24][cH:25]2)[o:16]1>>[O:1]([c:2]1[cH:3][cH:4][cH:5][cH:6][cH:7]1)[CH2:8][CH2:9][S:10][CH2:11][c:12]1[n:13][n:14][c:15](-[c:17]2[c:18]([C:19](=[O:21])[NH:32][CH2:31][CH2:30][CH2:29][CH2:28][N:27]([CH3:26])[CH3:33])[cH:22][cH:23][cH:24][cH:25]2)[o:16]1. Reactants: CC(=O)CC(C)C, O=c1[nH]c2ccccc2c(=O)n1CCCl, Fc1ccc2c(C3CCNCC3)c[nH]c2c1, [I-], [K+], [Na+], [Na+], O=C([O-])[O-], O. Product: O=c1[nH]c2ccccc2c(=O)n1CCN1CCC(c2c[nH]c3cc(F)ccc23)CC1. Reaction SMILES: [CH3:41][CH:42]([CH3:43])[CH2:44][C:45](=[O:46])[CH3:47].[Cl:1][CH2:2][CH2:3][n:4]1[c:5](=[O:15])[nH:6][c:7]2[cH:8][cH:9][cH:10][cH:11][c:12]2[c:13]1=[O:14].[F:16][c:17]1[cH:18][cH:19][c:20]2[c:21]([CH:26]3[CH2:27][CH2:28][NH:29][CH2:30][CH2:31]3)[cH:22][nH:23][c:24]2[cH:25]1.[I-:39].[K+:38].[Na+:32].[Na+:33].[O-:34][C:35](=[O:36])[O-:37].[OH2:40]>>[CH2:2]([CH2:3][n:4]1[c:5](=[O:15])[nH:6][c:7]2[cH:8][cH:9][cH:10][cH:11][c:12]2[c:13]1=[O:14])[N:29]1[CH2:28][CH2:27][CH:26]([c:21]2[c:20]3[cH:19][cH:18][c:17]([F:16])[cH:25][c:24]3[nH:23][cH:22]2)[CH2:31][CH2:30]1. Reactants: C(C1=CC=CC=C1)N1CCC(=CC1)N1CCCC1 (1-benzyl-4-pyrrolidin-1-yl-1,2,3,6-tetrahydropyridine), C(C#C)(=O)N (propiolamide). Solvent: C1(=CC=CC=C1)C (toluene). The product is C(C1=CC=CC=C1)N1CC=2C=CC(NC2CC1)=O (6-benzyl-5,6,7,8-tetrahydro-1,6-naphthyridin-2(1H)-one). RXN SMILES: [CH2:1]([N:8]1[CH2:13][CH:12]=[C:11]([N:14]2[CH2:18][CH2:17][CH2:16]C2)[CH2:10][CH2:9]1)[C:2]1[CH:7]=[CH:6][CH:5]=[CH:4][CH:3]=1.C(N)(=[O:22])C#C>C1(C)C=CC=CC=1>[CH2:1]([N:8]1[CH2:9][CH2:10][C:11]2[NH:14][C:18](=[O:22])[CH:17]=[CH:16][C:12]=2[CH2:13]1)[C:2]1[CH:3]=[CH:4][CH:5]=[CH:6][CH:7]=1. Reported procedure: To a solution of 1-benzyl-4-pyrrolidin-1-yl-1,2,3,6-tetrahydropyridine (2.58 g, 10.65 mmol) in toluene (30 mL) is added propiolamide (1.47 g, 21.29 mmol) and the mixture is refluxed for 4 hr. The mixture is cooled to rt and the solvent is removed in vacuo. The residue is partitioned between NaHCO3 (30 mL) and DCM (30 mL). The layers are separated and the aqueous layer is extracted with DCM (30 ml). The combined extracts are dried and evaporated and the residue is purified by flash column with 5%... Starting materials: C, COC1CN(c2cccc(C(=O)OC(C)(C)C)c2)CCC1NC(=O)OCc1ccccc1, [Pd]. The product is COC1CN(c2cccc(C(=O)OC(C)(C)C)c2)CCC1N. Reaction SMILES: [C:33].[CH2:1]([O:2][C:3](=[O:4])[NH:11][CH:12]1[CH:13]([O:31][CH3:32])[CH2:14][N:15]([c:18]2[cH:19][c:20]([C:21](=[O:22])[O:23][C:24]([CH3:25])([CH3:26])[CH3:27])[cH:28][cH:29][cH:30]2)[CH2:16][CH2:17]1)[c:5]1[cH:6][cH:7][cH:8][cH:9][cH:10]1.[Pd:34]>>[NH2:11][CH:12]1[CH:13]([O:31][CH3:32])[CH2:14][N:15]([c:18]2[cH:19][c:20]([C:21](=[O:22])[O:23][C:24]([CH3:25])([CH3:26])[CH3:27])[cH:28][cH:29][cH:30]2)[CH2:16][CH2:17]1. The reactants are [Li+].C[Si](C)(C)[N-][Si](C)(C)C (LHMDS), C1(=CC=C(C=C1)C[C@@H]1CCC(N1CC1=CC=C(C=C1)OC)=O)C1=CC=CC=C1 ((S)-5-biphenyl-4-ylmethyl-1-(4-methoxy-benzyl)-pyrrolidin-2-one), O.[OH-].[Li+] (Lithium hydroxide monohydrate), P(O)(O)(O)=O (phosphoric acid), C=O (Formaldehyde), C(=O)([O-])[O-].[K+].[K+] (K2CO3), C(C1=CC=CC=C1)(=O)Cl (benzoyl chloride). RXN SMILES: [Li+].C[Si]([N-][Si](C)(C)C)(C)C.[C:11]1([C:33]2[CH:38]=[CH:37][CH:36]=[CH:35][CH:34]=2)[CH:16]=[CH:15][C:14]([CH2:17][C@H:18]2[N:22](CC3C=CC(OC)=CC=3)[C:21](=[O:32])[CH2:20][CH2:19]2)=[CH:13][CH:12]=1.[C:39](Cl)(=O)[C:40]1[CH:45]=CC=C[CH:41]=1.[CH2:48]=[O:49].[C:50]([O-])([O-])=O.[K+].[K+].[OH2:56].[OH-:57].[Li+].P(=O)(O)(O)O>O1CCCC1.[Cl-].[NH4+].[Cl-].[Na+].O.[Br-].C([N+](CCCC)(CCCC)CCCC)CCC.C1(C)C=CC=CC=1>[C:11]1([C:33]2[CH:34]=[CH:35][CH:36]=[CH:37][CH:38]=2)[CH:12]=[CH:13][C:14]([CH2:17][C@@H:18]([NH:22][C:21]([O:32][C:40]([CH3:45])([CH3:41])[CH3:39])=[O:57])[CH2:19][C:20](=[CH2:50])[C:48]([OH:56])=[O:49])=[CH:15][CH:16]=1 |f:0.1,5.6.7,8.9.10,13.14,15.16.17,18.19|. Solvent: O1CCCC1 (tetrahydrofuran), [Cl-].[NH4+] (ammonium chloride), [Cl-].[Na+].O (brine), [Cl-].[Na+].O (brine), C1(=CC=CC=C1)C (toluene). Procedure details: Under N2, LHMDS (25 mL, 1.0 M in tetrahydrofuran, 25 mmol) is added to the mixture of (S)-2-Biphenyl-4-ylmethyl-5-oxo-pyrrolidine-1-carboxylic acid tert-butyl ester (3a, R1=t-butoxycarbonyl) (3.51 g, 10 mmol) in 20 mL dry tetrahydrofuran is added to the reaction mixture at −10° C., the resulting mixture is then stirred for 30 min at −10° C. benzoyl chloride (1.55 g, 11 mmol) is added to the reaction mixture at −10° C., after about 1 hour at −10° C., the reaction mixture is diluted with 15 mL sat... Conditions: temperature 50 celsius, time 15 minute. Reagents/catalysts: [Br-].C(CCC)[N+](CCCC)(CCCC)CCCC (tetrabutylammonium bromide). Product: C1(=CC=C(C=C1)C[C@H](CC(C(=O)O)=C)NC(=O)OC(C)(C)C)C1=CC=CC=C1 ((R)-5-Biphenyl-4-yl-4-tert-butoxycarbonylamino-2-methylenepentanoic acid).